From a dataset of the Open Reaction Database (ORD), a public repository of structured organic reaction records. describe an organic reaction: reactants, conditions, products, and yield Reactants: Fc1ccc(CCBr)cc1, O=C([O-])[O-], CN(C)C=O, [I-], [K+], [K+], [Na+], O=C1CCC(=O)N1. The product is O=C1CCC(=O)N1CCc1ccc(F)cc1. As a reaction SMILES: [Br:1][CH2:2][CH2:3][c:4]1[cH:5][cH:6][c:7]([F:10])[cH:8][cH:9]1.[C:18](=[O:19])([O-:20])[O-:21].[CH3:26][N:27]([CH3:28])[CH:29]=[O:30].[I-:25].[K+:22].[K+:23].[Na+:24].[O:11]=[C:12]1[CH2:13][CH2:14][C:15](=[O:16])[NH:17]1>>[CH2:2]([CH2:3][c:4]1[cH:5][cH:6][c:7]([F:10])[cH:8][cH:9]1)[N:17]1[C:12](=[O:11])[CH2:13][CH2:14][C:15]1=[O:16]. Reactants: C(C)C1=NNC(=C1[N+](=O)[O-])C(=O)N (3-ethyl-4-nitro-1H-pyrazole-5-carboxamide), Cl.ClCCN1CCOCC1 (4-(2-chloroethyl)morpholine hydrochloride), C(=O)([O-])[O-].[K+].[K+] (K2CO3), C([O-])([O-])=O.[Cs+].[Cs+] (cesium carbonate), 21. Run in CN(C=O)C (N,N-dimethylformamide). Reaction conditions: temperature 55 celsius, time 18 hour. Yields the product C(C)C1=C(C(=NN1CCN1CCOCC1)C(=O)N)[N+](=O)[O-] (5-Ethyl-1-[2-(4-morpholinyl)ethyl]-4-nitro-1H-pyrazole-3-carboxamide). RXN SMILES: [CH2:1]([C:3]1[C:7]([N+:8]([O-:10])=[O:9])=[C:6]([C:11]([NH2:13])=[O:12])[NH:5][N:4]=1)[CH3:2].Cl.Cl[CH2:16][CH2:17][N:18]1[CH2:23][CH2:22][O:21][CH2:20][CH2:19]1.C([O-])([O-])=O.[K+].[K+].C(=O)([O-])[O-].[Cs+].[Cs+]>CN(C)C=O>[CH2:1]([C:3]1[N:4]([CH2:16][CH2:17][N:18]2[CH2:23][CH2:22][O:21][CH2:20][CH2:19]2)[N:5]=[C:6]([C:11]([NH2:13])=[O:12])[C:7]=1[N+:8]([O-:10])=[O:9])[CH3:2] |f:1.2,3.4.5,6.7.8|. Procedure details: A mixture of 3-ethyl-4-nitro-1H-pyrazole-5-carboxamide (20.0 g, 109 mmol, prepared using procedure in WO9849166), 4-(2-chloroethyl)morpholine hydrochloride (22.2 g, 120 mmol), K2CO3 (29.9 g, 217 mmol) and cesium carbonate (7.08 g, 21.7 mmol) in N,N-dimethylformamide (100 ml) was stirred at 55° C. for 18 h. The reaction mixture was concentrated in vacuo and the residue was partitioned between EtOAc (350 ml) and water (500 ml). The phases were separated, and the aqueous layer extracted with furthe...